Task: describe an organic reaction: reactants, conditions, products, and yield. Dataset: the Open Reaction Database (ORD), a public repository of structured organic reaction records The reactants are CC(C(=O)[O-])C1CCN2C1=C(C=1C(=CC(=CC21)C=2N=NN(N2)C)Br)SC2=CC=C(C=C2)Cl ((+/−)-methyl[8-bromo-9-[(4-chlorophenyl)thio]-6-(2-methyl-2H-tetrazol-5-yl)-2,3-dihydro-1H-pyrrolo[1,2-a]indol-1-yl]acetate), CN1C(=CC=C1)[Sn](CCCC)(CCCC)CCCC (1-methyl-2-(tributylstannyl)-1H-pyrrole). The product is ClC1=CC=C(C=C1)SC1=C2N(C=3C=C(C=C(C13)C=1N(C=CC1)C)C=1N=NN(N1)C)CCC2CC(=O)O ((+/−)-[9-[(4-chlorophenyl)thio]-8-(1-methyl-1H-pyrrol-2-yl)-6-(2-methyl-2H-tetrazol-5-yl)-2,3-dihydro-1H-pyrrolo[1,2-a]indol-1-yl]acetic acid). As a reaction SMILES: C[CH:2]([CH:6]1[C:10]2=[C:11]([S:25][C:26]3[CH:31]=[CH:30][C:29]([Cl:32])=[CH:28][CH:27]=3)[C:12]3[C:13](Br)=[CH:14][C:15]([C:18]4[N:19]=[N:20][N:21]([CH3:23])[N:22]=4)=[CH:16][C:17]=3[N:9]2[CH2:8][CH2:7]1)[C:3]([O-:5])=[O:4].[CH3:33][N:34]1[CH:38]=[CH:37][CH:36]=[C:35]1[Sn](CCCC)(CCCC)CCCC>>[Cl:32][C:29]1[CH:30]=[CH:31][C:26]([S:25][C:11]2[C:12]3[C:13]([C:35]4[N:34]([CH3:33])[CH:38]=[CH:37][CH:36]=4)=[CH:14][C:15]([C:18]4[N:19]=[N:20][N:21]([CH3:23])[N:22]=4)=[CH:16][C:17]=3[N:9]3[CH2:8][CH2:7][CH:6]([CH2:2][C:3]([OH:5])=[O:4])[C:10]=23)=[CH:27][CH:28]=1. Reported procedure: Starting from (+/−)-methyl[8-bromo-9-[(4-chlorophenyl)thio]-6-(2-methyl-2H-tetrazol-5-yl)-2,3-dihydro-1H-pyrrolo[1,2-a]indol-1-yl]acetate (see Example 32) and 1-methyl-2-(tributylstannyl)-1H-pyrrole, the title compound was synthesized following the procedures described in Example 42 and Step 10 of Example 7. The reactants are CN(C=1C(=NC2=CC=C(C=C2N1)C(=O)OC)C=1C=C2C=C(NC2=CC1)C)C(C)C (methyl 3-[methyl(propan-2-yl)amino]-2-(2-methyl-1H-indol-5-yl)quinoxaline-6-carboxylate), [OH-].[Na+] (NaOH). Solvent: CO (methanol), O (water). Run at time 8 hour. The product is CN(C=1C(=NC2=CC=C(C=C2N1)C(=O)O)C=1C=C2C=C(NC2=CC1)C)C(C)C (3-[methyl(propan-2-yl)amino]-2-(2-methyl-1H-indol-5-yl)quinoxaline-6-carboxylic acid). Yield: 78.5%. Reaction SMILES: [CH3:1][N:2]([CH:27]([CH3:29])[CH3:28])[C:3]1[C:4]([C:17]2[CH:18]=[C:19]3[C:23](=[CH:24][CH:25]=2)[NH:22][C:21]([CH3:26])=[CH:20]3)=[N:5][C:6]2[C:11]([N:12]=1)=[CH:10][C:9]([C:13]([O:15]C)=[O:14])=[CH:8][CH:7]=2.[OH-].[Na+]>CO.O>[CH3:1][N:2]([CH:27]([CH3:29])[CH3:28])[C:3]1[C:4]([C:17]2[CH:18]=[C:19]3[C:23](=[CH:24][CH:25]=2)[NH:22][C:21]([CH3:26])=[CH:20]3)=[N:5][C:6]2[C:11]([N:12]=1)=[CH:10][C:9]([C:13]([OH:15])=[O:14])=[CH:8][CH:7]=2 |f:1.2|. Reported procedure: To a solution of methyl 3-[methyl(propan-2-yl)amino]-2-(2-methyl-1H-indol-5-yl)quinoxaline-6-carboxylate (660 mg, 1.70 mmol) in methanol (40 ml) was added a solution of NaOH (340 mg, 8.50 mmol) in water (5 ml). The resulting solution was stirred overnight at room temperature and then concentrated in vacuo. The residue was dissolved in water (20 ml), adjusted to pH 4 with HCl (3N). The product was precipitated from water and collected by filtration to afford 3-[methyl(propan-2-yl)amino]-2-(2-meth... Reactants: [BH3-]C#N, C=O, ClCCl, CC(=O)O, CO, O=C(CN1CCNC(c2ccccc2)C1=O)N1CCN(C(c2ccc(F)cc2)c2ccc(F)cc2)CC1, [Na+]. Product: CN1CCN(CC(=O)N2CCN(C(c3ccc(F)cc3)c3ccc(F)cc3)CC2)C(=O)C1c1ccccc1. Reaction SMILES: [C:40]([BH3-:41])#[N:42].[CH2:38]=[O:39].[CH2:50]([Cl:51])[Cl:52].[CH3:44][C:45](=[O:46])[OH:47].[CH3:48][OH:49].[F:1][c:2]1[cH:3][cH:4][c:5]([CH:8]([N:9]2[CH2:10][CH2:11][N:12]([C:15]([CH2:16][N:17]3[C:18](=[O:29])[CH:19]([c:23]4[cH:24][cH:25][cH:26][cH:27][cH:28]4)[NH:20][CH2:21][CH2:22]3)=[O:30])[CH2:13][CH2:14]2)[c:31]2[cH:32][cH:33][c:34]([F:37])[cH:35][cH:36]2)[cH:6][cH:7]1.[Na+:43]>>[F:1][c:2]1[cH:3][cH:4][c:5]([CH:8]([N:9]2[CH2:10][CH2:11][N:12]([C:15]([CH2:16][N:17]3[C:18](=[O:29])[CH:19]([c:23]4[cH:24][cH:25][cH:26][cH:27][cH:28]4)[N:20]([CH3:40])[CH2:21][CH2:22]3)=[O:30])[CH2:13][CH2:14]2)[c:31]2[cH:32][cH:33][c:34]([F:37])[cH:35][cH:36]2)[cH:6][cH:7]1. The reactants are [Li]CCCC (n-BuLi), C(C)(C)NC(C)C (diisopropylamine), BrC1=C(C=C(C(=O)O)C=C1)F (4-bromo-3-fluorobenzoic acid). The solvent is CCOC(=O)C (EtOAc), C1CCOC1 (THF). Reaction conditions: temperature 0 celsius, time 15 minute. The product is BrC1=C(C2=C(C(OC2)=O)C=C1)F (5-bromo-4-fluoro-2-benzofuran-1(3H)-one). Reaction SMILES: [Li][CH2:2]CCC.C(NC(C)C)(C)C.[Br:13][C:14]1[CH:22]=[CH:21][C:17]([C:18]([OH:20])=[O:19])=[CH:16][C:15]=1[F:23]>C1COCC1.CCOC(C)=O>[Br:13][C:14]1[CH:22]=[CH:21][C:17]2[C:18](=[O:20])[O:19][CH2:2][C:16]=2[C:15]=1[F:23]. Procedure details: A solution of n-BuLi (40 mL, 100 mmol) was added dropwise to a solution of diisopropylamine (10.6 g, 105 mmol) in 150 mL of THF at −70° C. The mixture was stirred at 0° C. for 15 minutes and then cooled to −70° C. again. A solution of 4-bromo-3-fluorobenzoic acid (10 g, 45.7 mmol, in 50 mL of THF) was added dropwise. The resulting mixture was stirred at −70° C. for 1 hour then CH2O gas (generated by heating 5.1 g of Para formaldehyde to 200° C.) was bubbled into the mixture. The resulting mixtur...